This data is from the Open Reaction Database (ORD), a public repository of structured organic reaction records. The task is: describe an organic reaction: reactants, conditions, products, and yield Reactants: C(CCC)[Li] (n-butyl-lithium), CCCCCC (hexane), C1CCCC2=NC=C3CCCCC3=C12 (1,2,3,4,7,8,9,10-Octahydrophenanthridine), [Li]C1CCCC2=C3CCCCC3=CN=C12 (4-lithio-1,2,3,4,7,8,9,10-octahydrophenanthridine), C[Si](C)(C)N=C=S (trimethylsilylisothiocyanate), Cl (HCl). Solvent: C1=CC=CC=C1 (benzene). Reaction conditions: time 0.5 hour. Product: C1CCC(C2=NC=C3CCCCC3=C12)C(N)=S (1,2,3,4,7,8,9,10-Octahydrophenanthridine-4-thiocarboxamide). Isolated yield 1.8%. Reaction SMILES: [CH2:1]1[C:14]2[C:5](=[N:6][CH:7]=[C:8]3[C:13]=2[CH2:12][CH2:11][CH2:10][CH2:9]3)[CH2:4][CH2:3][CH2:2]1.C([Li])CCC.CCCCCC.[Li]C1C2C(=C3C(=CN=2)CCCC3)CCC1.C[Si]([N:45]=[C:46]=[S:47])(C)C.Cl>C1C=CC=CC=1>[CH2:1]1[C:14]2[C:5](=[N:6][CH:7]=[C:8]3[C:13]=2[CH2:12][CH2:11][CH2:10][CH2:9]3)[CH:4]([C:46](=[S:47])[NH2:45])[CH2:3][CH2:2]1. Procedure details: A solution of 1,2,3,4,7,8,9,10-Octahydrophenanthridine (17.1 g, 0.91 mole) in benzene (100 ml.) was cooled to 0° C. and treated portionwise under an inert atmosphere with a 9% w/v solution of n-butyl-lithium in hexane (40 ml. 0.56 mole). After the addition was complete the mixture was stirred for a further 0.5 h and the resulting 4-lithio-1,2,3,4,7,8,9,10-octahydrophenanthridine then treated in situ with trimethylsilylisothiocyanate (13 ml., 0.91 mole) and stirred a further hour. The reaction mi...